Task: describe an organic reaction: reactants, conditions, products, and yield. Dataset: the Open Reaction Database (ORD), a public repository of structured organic reaction records As a reaction SMILES: [CH3:1][O:2][C:3]([CH2:4][O:5][c:6]1[cH:7][c:8]2[c:9]([cH:38][cH:39]1)[O:10][CH2:11][c:12]1[c:13]([cH:34][cH:35][cH:36][n:37]1)[C:14]2=[CH:15][CH2:16][CH2:17][N:18]1[CH2:19][C:20]([CH3:32])([CH3:33])[C:21]([OH:24])([c:25]2[cH:26][cH:27][c:28]([Cl:31])[cH:29][cH:30]2)[CH2:22][CH2:23]1)=[O:40].[CH3:43][OH:44].[Na+:42].[OH-:41].[OH2:45]>>[O:2]=[C:3]([CH2:4][O:5][c:6]1[cH:7][c:8]2[c:9]([cH:38][cH:39]1)[O:10][CH2:11][c:12]1[c:13]([cH:34][cH:35][cH:36][n:37]1)[C:14]2=[CH:15][CH2:16][CH2:17][N:18]1[CH2:19][C:20]([CH3:32])([CH3:33])[C:21]([OH:24])([c:25]2[cH:26][cH:27][c:28]([Cl:31])[cH:29][cH:30]2)[CH2:22][CH2:23]1)[OH:40]. Reactants: COC(=O)COc1ccc2c(c1)C(=CCCN1CCC(O)(c3ccc(Cl)cc3)C(C)(C)C1)c1cccnc1CO2, CO, [Na+], [OH-], O. Product: CC1(C)CN(CCC=C2c3cc(OCC(=O)O)ccc3OCc3ncccc32)CCC1(O)c1ccc(Cl)cc1. Starting materials: FC(C=1C=C(C=C(C1)C(F)(F)F)C(C)OC1C(C(CC1)C(=O)O)C1=CC=CC=C1)(F)F (3-(SR)-(1-(RS)-(3,5-bis(trifluoromethyl)phenyl)-ethoxy)-2-(RS)-phenylcyclopentane-1-(RS)-carboxylic acid), C(C(=O)Cl)(=O)Cl (oxalyl chloride). The reagents and catalysts are CN(C)C=O (DMF). Run in ClCCl (dichloromethane). The product is FC(C=1C=C(C=C(C1)C(F)(F)F)C(C)OC1C(C(CC1)C(=O)Cl)C1=CC=CC=C1)(F)F (3-(SR)-(1-(RS)-(3,5-Bis(trifluoromethyl)phenyl)-ethoxy)-2-(RS)-phenylcyclopentane-1-(RS)-carboxylic acid chloride). RXN SMILES: [F:1][C:2]([F:31])([F:30])[C:3]1[CH:4]=[C:5]([CH:13]([O:15][CH:16]2[CH2:20][CH2:19][CH:18]([C:21](O)=[O:22])[CH:17]2[C:24]2[CH:29]=[CH:28][CH:27]=[CH:26][CH:25]=2)[CH3:14])[CH:6]=[C:7]([C:9]([F:12])([F:11])[F:10])[CH:8]=1.C(Cl)(=O)C([Cl:35])=O>ClCCl.CN(C=O)C>[F:1][C:2]([F:31])([F:30])[C:3]1[CH:4]=[C:5]([CH:13]([O:15][CH:16]2[CH2:20][CH2:19][CH:18]([C:21]([Cl:35])=[O:22])[CH:17]2[C:24]2[CH:29]=[CH:28][CH:27]=[CH:26][CH:25]=2)[CH3:14])[CH:6]=[C:7]([C:9]([F:12])([F:11])[F:10])[CH:8]=1. Reported procedure: A solution of 855 mg 3-(SR)-(1-(RS)-(3,5-bis(trifluoromethyl)phenyl)-ethoxy)-2-(RS)-phenylcyclopentane-1-(RS)-carboxylic acid in 20 mL of dry dichloromethane was treated with 2 drops of DMF followed by 0.36 mL of oxalyl chloride. After 1 hour the reaction was evaporated and the residual yellow oil was concentrated twice more from dichloromethane. Reactants: C[Si](C)(C)CCOCn1cc(C=O)c2nc(Br)cnc21, Cc1nn(C)cc1B1OC(C)(C)C(C)(C)O1, CCO, CCOC(C)=O, Cc1ccccc1, [Cl-], [Li+], O. Yields the product Cc1nn(C)cc1-c1cnc2c(n1)c(C=O)cn2COCC[Si](C)(C)C. RXN SMILES: [Br:19][c:20]1[n:21][c:22]2[c:23]([n:24][cH:25]1)[n:26]([CH2:31][O:32][CH2:33][CH2:34][Si:35]([CH3:36])([CH3:37])[CH3:38])[cH:27][c:28]2[CH:29]=[O:30].[CH3:1][n:2]1[n:3][c:4]([CH3:16])[c:5]([B:7]2[O:8][C:9]([CH3:10])([CH3:11])[C:12]([CH3:13])([CH3:14])[O:15]2)[cH:6]1.[CH3:39][CH2:40][OH:41].[CH3:42][CH2:43][O:44][C:45](=[O:46])[CH3:47].[CH3:49][c:50]1[cH:51][cH:52][cH:53][cH:54][cH:55]1.[Cl-:18].[Li+:17].[OH2:48]>>[CH3:1][n:2]1[n:3][c:4]([CH3:16])[c:5](-[c:20]2[n:21][c:22]3[c:23]([n:24][cH:25]2)[n:26]([CH2:31][O:32][CH2:33][CH2:34][Si:35]([CH3:36])([CH3:37])[CH3:38])[cH:27][c:28]3[CH:29]=[O:30])[cH:6]1. Reaction SMILES: [CH3:20][N:21]1[CH2:22][CH2:23][O:24][CH2:25][CH2:26]1.[Cl:27][C:28](=[O:29])[O:30][CH:31]([CH3:32])[Cl:33].[Cl:34][CH2:35][Cl:36].[ClH:1].[NH2:2][CH2:3][CH:4]([CH2:5][C:6](=[O:7])[O:8][CH2:9][c:10]1[cH:11][cH:12][cH:13][cH:14][cH:15]1)[CH2:16][CH:17]([CH3:18])[CH3:19]>>[NH:2]([CH2:3][CH:4]([CH2:5][C:6](=[O:7])[O:8][CH2:9][c:10]1[cH:11][cH:12][cH:13][cH:14][cH:15]1)[CH2:16][CH:17]([CH3:18])[CH3:19])[C:28](=[O:29])[O:30][CH:31]([CH3:32])[Cl:33]. Product: CC(C)CC(CNC(=O)OC(C)Cl)CC(=O)OCc1ccccc1. Reactants: CN1CCOCC1, CC(Cl)OC(=O)Cl, ClCCl, Cl, CC(C)CC(CN)CC(=O)OCc1ccccc1. The reactants are Cl.C(N)(=O)COC=1C=C(C(=O)NC2CCNCC2)C=C(C1)OC (3-carbamoylmethoxy-5-methoxy-N-piperidin-4-yl-benzamide hydrochloride), C(C)OC=1C=C(C=O)C=C(C1F)OCC (3,5-diethoxy-4-fluoro-benzaldehyde), C(#N)[BH3-].[Na+] (sodium cyanoborohydride), C(C)N(C(C)C)C(C)C (N-ethyl-diisopropylamine). Solvent: C(C)O (ethanol), C(C)(=O)O (acetic acid). Yields the product C(N)(=O)COC=1C=C(C(=O)NC2CCN(CC2)CC2=CC(=C(C(=C2)OCC)F)OCC)C=C(C1)OC (3-Carbamoylmethoxy-N-[1-(3,5-diethoxy-4-fluoro-benzyl)-piperidin-4-yl]-5-methoxy-benzamide). Reaction SMILES: Cl.[C:2]([CH2:5][O:6][C:7]1[CH:8]=[C:9]([CH:19]=[C:20]([O:22][CH3:23])[CH:21]=1)[C:10]([NH:12][CH:13]1[CH2:18][CH2:17][NH:16][CH2:15][CH2:14]1)=[O:11])(=[O:4])[NH2:3].[CH2:24]([O:26][C:27]1[CH:28]=[C:29]([CH:32]=[C:33]([O:36][CH2:37][CH3:38])[C:34]=1[F:35])[CH:30]=O)[CH3:25].C([BH3-])#N.[Na+].C(N(C(C)C)C(C)C)C>C(O)C.C(O)(=O)C>[C:2]([CH2:5][O:6][C:7]1[CH:8]=[C:9]([CH:19]=[C:20]([O:22][CH3:23])[CH:21]=1)[C:10]([NH:12][CH:13]1[CH2:14][CH2:15][N:16]([CH2:30][C:29]2[CH:32]=[C:33]([O:36][CH2:37][CH3:38])[C:34]([F:35])=[C:27]([O:26][CH2:24][CH3:25])[CH:28]=2)[CH2:17][CH2:18]1)=[O:11])(=[O:4])[NH2:3] |f:0.1,3.4|. Procedure details: In analogy to the procedure described in example 50k), 3-carbamoylmethoxy-5-methoxy-N-piperidin-4-yl-benzamide hydrochloride was reacted with 3,5-diethoxy-4-fluoro-benzaldehyde (example 50 g), sodium cyanoborohydride, N-ethyl-diisopropylamine and acetic acid in ethanol at 50° C. to yield the title compound as colorless solid. MS: 504.3 (MH+). Starting materials: CCOC(=O)c1ccc(C)c(Br)c1, O=C(OOC(=O)c1ccccc1)c1ccccc1, ClC(Cl)(Cl)Cl, O=C1CCC(=O)N1Br. Yields the product CCOC(=O)c1ccc(CBr)c(Br)c1. Reaction SMILES: [Br:1][c:2]1[cH:3][c:4]([C:5](=[O:6])[O:7][CH2:8][CH3:9])[cH:10][cH:11][c:12]1[CH3:13].[C:22]([O:23][O:24][C:25](=[O:26])[c:27]1[cH:28][cH:29][cH:30][cH:31][cH:32]1)(=[O:33])[c:34]1[cH:35][cH:36][cH:37][cH:38][cH:39]1.[Cl:40][C:41]([Cl:42])([Cl:43])[Cl:44].[O:14]=[C:15]1[N:16]([Br:21])[C:17](=[O:18])[CH2:19][CH2:20]1>>[Br:1][c:2]1[cH:3][c:4]([C:5](=[O:6])[O:7][CH2:8][CH3:9])[cH:10][cH:11][c:12]1[CH2:13][Br:21].